Dataset: the Open Reaction Database (ORD), a public repository of structured organic reaction records. Task: describe an organic reaction: reactants, conditions, products, and yield Starting materials: ClC1=CC=C(C=C1)S(=O)(=O)CCCC=1C=CC(=C(NC(C2=CC(=CC=C2)OCC=2SC=C(N2)C(C)(C)C)=O)C1)O (5'-[3-(4-Chlorobenzenesulfonyl)propyl]-2'-hydroxy-3-[(4-tert-butyl-2-thiazolyl)methoxy]benzanilide), Ice water, C([O-])([O-])=O.[K+].[K+] (potassium carbonate), BrCC#N (bromoacetonitrile). Reagents/catalysts: [Br-].C(CCC)[N+](CCCC)(CCCC)CCCC (tetrabutylammonium bromide). Run in CN(C=O)C (dimethylformamide). Conditions: time 8 hour. The product is C(C)(C)(C)C=1N=C(SC1)COC=1C=C(C(=O)NC2=C(C=CC(=C2)CCCS(=O)(=O)C2=CC=C(C=C2)Cl)OCC#N)C=CC1 (3-[(4-tert-butyl-2-thiazolyl)methoxy]-5'-[3-(4-chlorophenylsulfonyl)propyl]-2'-cyanomethoxybenzanilide), crystals. Isolated yield 79.0%. Reaction SMILES: [Cl:1][C:2]1[CH:7]=[CH:6][C:5]([S:8]([CH2:11][CH2:12][CH2:13][C:14]2[CH:15]=[CH:16][C:17]([OH:40])=[C:18]([CH:39]=2)[NH:19][C:20](=[O:38])[C:21]2[CH:26]=[CH:25][CH:24]=[C:23]([O:27][CH2:28][C:29]3[S:30][CH:31]=[C:32]([C:34]([CH3:37])([CH3:36])[CH3:35])[N:33]=3)[CH:22]=2)(=[O:10])=[O:9])=[CH:4][CH:3]=1.C(=O)([O-])[O-].[K+].[K+].Br[CH2:48][C:49]#[N:50]>CN(C)C=O.[Br-].C([N+](CCCC)(CCCC)CCCC)CCC>[C:34]([C:32]1[N:33]=[C:29]([CH2:28][O:27][C:23]2[CH:22]=[C:21]([CH:26]=[CH:25][CH:24]=2)[C:20]([NH:19][C:18]2[CH:39]=[C:14]([CH2:13][CH2:12][CH2:11][S:8]([C:5]3[CH:6]=[CH:7][C:2]([Cl:1])=[CH:3][CH:4]=3)(=[O:10])=[O:9])[CH:15]=[CH:16][C:17]=2[O:40][CH2:48][C:49]#[N:50])=[O:38])[S:30][CH:31]=1)([CH3:35])([CH3:36])[CH3:37] |f:1.2.3,6.7|. Procedure details: 5'-[3-(4-Chlorobenzenesulfonyl)propyl]-2'-hydroxy-3-[(4-tert-butyl-2-thiazolyl)methoxy]benzanilide (1.60 g, 2.67 mmol) was dissolved in dimethylformamide (16 ml), potassium carbonate (0.55 g, 4.00 mmol), a catalytically effective amount of tetrabutylammonium bromide and bromoacetonitrile (0.22 ml, 3.20 mmol) were added in that order under ice-cooling, followed by overnight stirring at room temperature. Ice-water was added to the reaction solution and the mixture was extracted twice with benzene-... The reactants are O=C1CCC(=O)N1Br, O=C(OOC(=O)c1ccccc1)c1ccccc1, ClC(Cl)(Cl)Cl, Cc1cccc(N)n1, ClCCl, Cc1cccc(NC(=O)C(F)(F)F)n1, O=C(OC(=O)C(F)(F)F)C(F)(F)F. Yields the product O=C(Nc1cccc(CBr)n1)C(F)(F)F. Reaction SMILES: [Br:36][N:37]1[C:38](=[O:39])[CH2:40][CH2:41][C:42]1=[O:43].[C:44]([O:45][O:46][C:47](=[O:48])[c:49]1[cH:50][cH:51][cH:52][cH:53][cH:54]1)(=[O:55])[c:56]1[cH:57][cH:58][cH:59][cH:60][cH:61]1.[C:65]([Cl:66])([Cl:67])([Cl:68])[Cl:69].[CH3:15][c:16]1[n:17][c:18]([NH2:19])[cH:20][cH:21][cH:22]1.[Cl:62][CH2:63][Cl:64].[F:1][C:2]([C:3](=[O:4])[NH:5][c:6]1[n:7][c:8]([CH3:12])[cH:9][cH:10][cH:11]1)([F:13])[F:14].[F:23][C:24]([F:25])([F:26])[C:27]([O:28][C:29](=[O:30])[C:31]([F:32])([F:33])[F:34])=[O:35]>>[F:1][C:2]([C:3](=[O:4])[NH:5][c:6]1[n:7][c:8]([CH2:12][Br:36])[cH:9][cH:10][cH:11]1)([F:13])[F:14].